From a dataset of the Open Reaction Database (ORD), a public repository of structured organic reaction records. describe an organic reaction: reactants, conditions, products, and yield Starting materials: C(=O)(O)CCC1=C(OCCCC(=O)O)C=CC=C1CCCCCC#C (4-[2-(2-Carboxy-ethyl)-3-hept-6-ynyl-phenoxy]-butyric acid), BrC=1C=C(C=C(C1)Br)I (3,5-dibromoiodobenzene), C(=O)(C(F)(F)F)O (TFA). The reagents and catalysts are [Cu]I (CuI), Cl[Pd]([P](C1=CC=CC=C1)(C2=CC=CC=C2)C3=CC=CC=C3)([P](C4=CC=CC=C4)(C5=CC=CC=C5)C6=CC=CC=C6)Cl (bis-(triphenylphosphine)palladium(II) dichloride). The solvent is C1CCOC1 (THF), CCN(CC)CC (Et3N). Run at temperature 60 celsius. The product is C(=O)(O)CCC1=C(OCCCC(=O)O)C=CC=C1CCCCCC#CC1=CC(=CC(=C1)Br)Br (4-{2-(2-Carboxy-ethyl)-3-[7-(3,5-dibromo-phenyl)-hept-6-ynyl]-phenoxy}-butyric acid). Yield: 57.4%. As a reaction SMILES: [C:1]([CH2:4][CH2:5][C:6]1[C:18]([CH2:19][CH2:20][CH2:21][CH2:22][CH2:23][C:24]#[CH:25])=[CH:17][CH:16]=[CH:15][C:7]=1[O:8][CH2:9][CH2:10][CH2:11][C:12]([OH:14])=[O:13])([OH:3])=[O:2].[Br:26][C:27]1[CH:28]=[C:29](I)[CH:30]=[C:31]([Br:33])[CH:32]=1.C(O)(C(F)(F)F)=O>C1COCC1.CCN(CC)CC.[Cu]I.Cl[Pd](Cl)([P](C1C=CC=CC=1)(C1C=CC=CC=1)C1C=CC=CC=1)[P](C1C=CC=CC=1)(C1C=CC=CC=1)C1C=CC=CC=1>[C:1]([CH2:4][CH2:5][C:6]1[C:18]([CH2:19][CH2:20][CH2:21][CH2:22][CH2:23][C:24]#[C:25][C:29]2[CH:28]=[C:27]([Br:26])[CH:32]=[C:31]([Br:33])[CH:30]=2)=[CH:17][CH:16]=[CH:15][C:7]=1[O:8][CH2:9][CH2:10][CH2:11][C:12]([OH:14])=[O:13])([OH:3])=[O:2] |^1:58,77|. Procedure details: To a solution of 4-[2-(2-Carboxy-ethyl)-3-hept-6-ynyl-phenoxy]-butyric acid (250 mg, 0.72 mmol), 3,5-dibromoiodobenzene (preparation in J. Org. Chem. 2003, 68, 8750) (261 mg, 0.72 mmol), CuI (7 mg, 0.036 mmol) in THF (5 mL) and Et3N (5 mL) was added bis-(triphenylphosphine)palladium(II) dichloride (25 mg, 0.036 mmol). The reaction mixture was heated at 60° C. for 3 h. Then the reaction mixture was cooled down, a few drop of TFA was added and the resulting mixture was evaporated under vacuo. The ... The reactants are CC(C)(C)OC(=O)NC(CO[Si](C)(C)C(C)(C)C)CN1CCCCC1=O, CCCC[N+](CCCC)(CCCC)CCCC, CC#N, [F-]. Yields the product CC(C)(C)OC(=O)NC(CO)CN1CCCCC1=O. RXN SMILES: [C:1]([Si:2]([CH3:3])([CH3:4])[O:6][CH2:7][CH:8]([CH2:9][N:10]1[C:11](=[O:16])[CH2:12][CH2:13][CH2:14][CH2:15]1)[NH:17][C:18]([O:19][C:20]([CH3:21])([CH3:22])[CH3:23])=[O:24])([CH3:5])([CH3:25])[CH3:26].[CH2:28]([N+:29]([CH2:30][CH2:31][CH2:32][CH3:33])([CH2:34][CH2:35][CH2:36][CH3:37])[CH2:38][CH2:39][CH2:40][CH3:41])[CH2:42][CH2:43][CH3:44].[CH3:45][C:46]#[N:47].[F-:27]>>[OH:6][CH2:7][CH:8]([CH2:9][N:10]1[C:11](=[O:16])[CH2:12][CH2:13][CH2:14][CH2:15]1)[NH:17][C:18]([O:19][C:20]([CH3:21])([CH3:22])[CH3:23])=[O:24]. The reactants are C(OC1=C(C=C(C(=C1)[N+](=O)[O-])F)CC)(OC)=O (2-ethyl-4-fluoro-5-nitrophenyl methyl carbonate). The reagents and catalysts are [Pd] (Pd/C). The solvent is CO (methanol). Run at time 8 hour. Product: C(OC1=C(C=C(C(=C1)N)F)CC)(OC)=O (5-amino-2-ethyl-4-fluorophenyl methyl carbonate). Isolated yield 94.0%. Reaction SMILES: [C:1](=[O:17])([O:15][CH3:16])[O:2][C:3]1[CH:8]=[C:7]([N+:9]([O-])=O)[C:6]([F:12])=[CH:5][C:4]=1[CH2:13][CH3:14]>CO.[Pd]>[C:1](=[O:17])([O:15][CH3:16])[O:2][C:3]1[CH:8]=[C:7]([NH2:9])[C:6]([F:12])=[CH:5][C:4]=1[CH2:13][CH3:14]. Procedure details: To a flask charged with 10% Pd/C (170 mg) under inert atmosphere was added a solution of 2-ethyl-4-fluoro-5-nitrophenyl methyl carbonate (1.7 g, 6.99 mmol) in methanol (17 mL). The mixture was stirred overnight under an atmosphere of H2. The reaction was filtered and concentrated in vacuo to provide 5-amino-2-ethyl-4-fluorophenyl methyl carbonate (1.400 g, 6.57 mmol). NMR (400.0 MHz, DMSO-d6) δ 6.92 (d, J=12.0 Hz, 1H), 6.52 (d, J=8.1 Hz, 1H), 5.16 (s, 2H), 3.81 (s, 3H), 2.33 (q, J=7.5 Hz, 2H), 1... Starting materials: C1(CCCCC1)NC(=O)NC1CCCCC1 (DCU), C1(CCCCC1)NC(=O)NC1CCCCC1 (N,N'-dicyclohexylurea), Br.Br.NCC1=CC=C(O1)C(=O)OC1=CC2=CC=C(C=C2C=C1)C(N)=N (6-amidino-2-naphthyl 5-aminomethylfuran-2-carboxylate dihydrobromide), C1(CCCCC1)N=C=NC1CCCCC1 (N,N'-dicyclohexylcarbodiimide), C1(CCCCC1)N=C=NC1CCCCC1 (DCC), C(C)(C)(C)OC(=O)C=CC1=CC=C(C(=O)O)C=C1 (4-(2-t-butoxycarbonylvinyl)benzoic acid). Reagents/catalysts: CN(C1=CC=NC=C1)C (DMAP), CN(C1=CC=NC=C1)C (4-dimethylaminopyridine). The solvent is CN(C(C)=O)C (DMA), CN(C(C)=O)C (N,N-dimethylacetamide), N1=CC=CC=C1 (pyridine). The product is Br.C(C)(C)(C)OC(=O)C=CC1=CC=C(C(=O)NCC2=CC=C(O2)C(=O)OC2=CC3=CC=C(C=C3C=C2)C(N)=N)C=C1 (6-Amidino-2-naphthyl 5-[4-(2-t-butoxycarbonylvinyl)benzoylaminomethyl]furan-2-carboxylate hydrobromide). Isolated yield 40.9%. As a reaction SMILES: [C:1]([O:5][C:6]([CH:8]=[CH:9][C:10]1[CH:18]=[CH:17][C:13]([C:14]([OH:16])=O)=[CH:12][CH:11]=1)=[O:7])([CH3:4])([CH3:3])[CH3:2].C1(N=C=NC2CCCCC2)CCCCC1.[BrH:34].Br.[NH2:36][CH2:37][C:38]1[O:42][C:41]([C:43]([O:45][C:46]2[CH:55]=[CH:54][C:53]3[C:48](=[CH:49][CH:50]=[C:51]([C:56](=[NH:58])[NH2:57])[CH:52]=3)[CH:47]=2)=[O:44])=[CH:40][CH:39]=1.C1(NC(NC2CCCCC2)=O)CCCCC1>N1C=CC=CC=1.CN(C)C1C=CN=CC=1.CN(C)C(=O)C>[BrH:34].[C:1]([O:5][C:6]([CH:8]=[CH:9][C:10]1[CH:11]=[CH:12][C:13]([C:14]([NH:36][CH2:37][C:38]2[O:42][C:41]([C:43]([O:45][C:46]3[CH:55]=[CH:54][C:53]4[C:48](=[CH:49][CH:50]=[C:51]([C:56](=[NH:57])[NH2:58])[CH:52]=4)[CH:47]=3)=[O:44])=[CH:40][CH:39]=2)=[O:16])=[CH:17][CH:18]=1)=[O:7])([CH3:2])([CH3:3])[CH3:4] |f:2.3.4,9.10|. Procedure: In 15 ml of pyridine and 4 ml of N,N-dimethylacetamide (hereinafter abbreviated as DMA) were dissolved 2.0 g of 4-(2-t-butoxycarbonylvinyl)benzoic acid and 0.1 g of 4-dimethylaminopyridine (hereinafter abbreviated as DMAP) and the solution was stirred while cooling with ice. Then, 1.99 g of N,N'-dicyclohexylcarbodiimide (hereinafter abbreviated as DCC) was added to the mixture obtained above. The mixture was stirred at the same temperature for 30 minutes and then 3.49 g of 6-amidino-2-naphthyl 5... The reactants are c2ccc(Cn1ccnc1)cc2 (effective_coupling_partner), CN(C)C(=O)Oc1ccccc1 (substrate). The reagents and catalysts are dcype. Conditions: temperature 110 celsius, time 36 hour. The product is c3ccc(Cn1ccnc1c2ccccc2)cc3.